This data is from the Open Reaction Database (ORD), a public repository of structured organic reaction records. The task is: describe an organic reaction: reactants, conditions, products, and yield The reactants are N12CC(C(CC1)CC2)NC(C2=C(C=C(C(=C2)Cl)N)OCC2CC2)=O (N-(1-azabicyclo[2.2.2]oct-3-yl)-2-cyclopropylmethoxy-4-amino-5-chlorobenzamide), IC (iodomethane). Run in CC(=O)C (acetone). Reaction conditions: time 20 hour. Yields the product CI.N12CC(C(CC1)CC2)NC(C2=C(C=C(C(=C2)Cl)N)OCC2CC2)=O (N-(1-azabicyclo[2.2.2]oct-3-yl)-2-cyclopropylmethoxy-4-amino-5-chlorobenzamide methyl iodide). The yield is 79.3%. RXN SMILES: [N:1]12[CH2:8][CH2:7][CH:4]([CH2:5][CH2:6]1)[CH:3]([NH:9][C:10](=[O:24])[C:11]1[CH:16]=[C:15]([Cl:17])[C:14]([NH2:18])=[CH:13][C:12]=1[O:19][CH2:20][CH:21]1[CH2:23][CH2:22]1)[CH2:2]2.[I:25][CH3:26]>CC(C)=O>[CH3:26][I:25].[N:1]12[CH2:8][CH2:7][CH:4]([CH2:5][CH2:6]1)[CH:3]([NH:9][C:10](=[O:24])[C:11]1[CH:16]=[C:15]([Cl:17])[C:14]([NH2:18])=[CH:13][C:12]=1[O:19][CH2:20][CH:21]1[CH2:22][CH2:23]1)[CH2:2]2 |f:3.4|. Procedure details: To a solution of N-(1-azabicyclo[2.2.2]oct-3-yl)-2-cyclopropylmethoxy-4-amino-5-chlorobenzamide (3.5 g; 0.01 mol) in acetone (200 ml), iodomethane (2.8 g; 0.02 moles) was added and the resulting mixture stirred to room temperature for 20 hours. The precipitated solid was collected, washed with acetone and dried to give N-(1-azabicyclo[2.2.2]oct-3-yl)-2-cyclopropylmethoxy-4-amino-5-chlorobenzamide methyl iodide (3.9 g), m.p. 274°-276° C. (d) (after recrystallisation from a mixture of acetonitrile... Starting materials: NCCS(=O)(=O)O (taurine), Cl (hydrochloric acid), FC(C(=O)N(CCCC=CCCCCCCCCC)C1=CC=C(C(=O)ON2C(CCC2=O)=O)C=C1)(F)F (N-{p-[2,2,2-trifluoro-N-(4-tetradecenyl)acetamido]benzoyloxy}succinimide), [OH-].[Na+] (sodium hydroxide). Run in O (water), C(C)N(CC)CC (triethylamine), O (water), C(C)O (ethanol). Reaction conditions: time 24 hour. Yields the product C(CCC=CCCCCCCCCC)NC1=CC=C(C(=O)NCCS(=O)(=O)O)C=C1 (N-[4-(4-tetradecenylamino)benzoyl]-2-amino ethanesulfonic acid). Reaction SMILES: [NH2:1][CH2:2][CH2:3][S:4]([OH:7])(=[O:6])=[O:5].FC(F)(F)C([N:12]([C:27]1[CH:42]=[CH:41][C:30]([C:31](ON2C(=O)CCC2=O)=[O:32])=[CH:29][CH:28]=1)[CH2:13][CH2:14][CH2:15][CH:16]=[CH:17][CH2:18][CH2:19][CH2:20][CH2:21][CH2:22][CH2:23][CH2:24][CH2:25][CH3:26])=O.[OH-].[Na+].Cl>O.C(O)C.C(N(CC)CC)C>[CH2:13]([NH:12][C:27]1[CH:28]=[CH:29][C:30]([C:31]([NH:1][CH2:2][CH2:3][S:4]([OH:7])(=[O:6])=[O:5])=[O:32])=[CH:41][CH:42]=1)[CH2:14][CH2:15][CH:16]=[CH:17][CH2:18][CH2:19][CH2:20][CH2:21][CH2:22][CH2:23][CH2:24][CH2:25][CH3:26] |f:2.3|. Procedure details: To a stirred solution of 2.50 g. of taurine and 5.6 ml. of triethylamine in 22.5 ml. of water is added 5.55 g. of N-{p-[2,2,2-trifluoro-N-(4-tetradecenyl)acetamido]benzoyloxy}succinimide as a solution in 45 ml. of ethanol. After 24 hour, the mixture is treated with 20 ml. of 2.0M sodium hydroxide and 25 ml. of water. After stirring for 10 minutes, the mixture is acidified with dilute hydrochloric acid, and the crude product is collected by filtration. Recrystallization affords the title compound... The reactants are C(C=C)OC1=C(OCC2CO2)C=CC=C1 (1-(2-allyloxy-phenoxy)-2,3-epoxypropane), NCCOC1=CC=C(C=C1)C=1C(CC(NN1)=O)C (6-[4-(2-aminoethoxy)phenyl]-4,5-dihydro-5-methyl-3(2H)-pyridazinone). Product: C(C=C)OC1=C(OCC(CNCCOC2=CC=C(C=C2)C=2C(CC(NN2)=O)C)O)C=CC=C1 (6-[4-[2-[3-(2-Allyloxy-phenoxy)-2-hydroxypropylamino]ethoxy]phenyl]-4,5-dihydro-5-methyl-3(2H)-pyridazinone). RXN SMILES: [CH2:1]([O:4][C:5]1[CH:15]=[CH:14][CH:13]=[CH:12][C:6]=1[O:7][CH2:8][CH:9]1[O:11][CH2:10]1)[CH:2]=[CH2:3].[NH2:16][CH2:17][CH2:18][O:19][C:20]1[CH:25]=[CH:24][C:23]([C:26]2[CH:27]([CH3:33])[CH2:28][C:29](=[O:32])[NH:30][N:31]=2)=[CH:22][CH:21]=1>>[CH2:1]([O:4][C:5]1[CH:15]=[CH:14][CH:13]=[CH:12][C:6]=1[O:7][CH2:8][CH:9]([OH:11])[CH2:10][NH:16][CH2:17][CH2:18][O:19][C:20]1[CH:21]=[CH:22][C:23]([C:26]2[CH:27]([CH3:33])[CH2:28][C:29](=[O:32])[NH:30][N:31]=2)=[CH:24][CH:25]=1)[CH:2]=[CH2:3]. Procedure details: Prepared analogously to Example 1 from 1-(2-allyloxy-phenoxy)-2,3-epoxypropane and 6-[4-(2-aminoethoxy)phenyl]-4,5-dihydro-5-methyl-3(2H)-pyridazinone. Yields the product CC(C)(N)C1CCN(Cc2ccc(F)cc2)C(=O)C1. Reactants: CCO, CC(C)(C1CCN(Cc2ccc(F)cc2)C(=O)C1)[N+](=O)[O-], [H][H], O. Reaction SMILES: [CH3:24][CH2:25][OH:26].[F:1][c:2]1[cH:3][cH:4][c:5]([CH2:6][N:7]2[C:8](=[O:19])[CH2:9][CH:10]([C:13]([CH3:14])([N+:15]([O-:16])=[O:17])[CH3:18])[CH2:11][CH2:12]2)[cH:20][cH:21]1.[H:22][H:23].[OH2:27]>>[F:1][c:2]1[cH:3][cH:4][c:5]([CH2:6][N:7]2[C:8](=[O:19])[CH2:9][CH:10]([C:13]([CH3:14])([NH2:15])[CH3:18])[CH2:11][CH2:12]2)[cH:20][cH:21]1. Starting materials: ClC1=CC=C(C=C1)C=1N=C(SC1)N1C(CCCC1)=O (1-(4-(4-chlorophenyl)thiazol-2-yl)piperidin-2-one), ClC1=CC=C(C=C1)C=1N=C(SC1)N1C(CCCC1)=O (1-(4-(4-chlorophenyl)thiazol-2-yl)piperidin-2-one), BrC1=CC=C(C=C1)S(=O)(=O)N (4-bromobenzenesulfonamide), C(C)(=O)[O-].[K+] (potassium acetate). Reagents/catalysts: C(C)(=O)[O-].[Pd+2].C(C)(=O)[O-] (palladium(II) acetate). Solvent: CC(=O)N(C)C (dimethyl acetamide). Run at temperature 150 celsius. Yields the product ClC1=CC=C(C=C1)C=1N=C(SC1C1=CC=C(C=C1)S(=O)(=O)N)N1C(CCCC1)=O (4-(4-(4-chlorophenyl)-2-(2-oxopiperidin-1-yl)thiazol-5-yl)benzenesulfonamide). Yield: 32.6%. RXN SMILES: [Cl:1][C:2]1[CH:7]=[CH:6][C:5]([C:8]2[N:9]=[C:10]([N:13]3[CH2:18][CH2:17][CH2:16][CH2:15][C:14]3=[O:19])[S:11][CH:12]=2)=[CH:4][CH:3]=1.Br[C:21]1[CH:26]=[CH:25][C:24]([S:27]([NH2:30])(=[O:29])=[O:28])=[CH:23][CH:22]=1.C([O-])(=O)C.[K+]>CC(N(C)C)=O.C([O-])(=O)C.[Pd+2].C([O-])(=O)C>[Cl:1][C:2]1[CH:7]=[CH:6][C:5]([C:8]2[N:9]=[C:10]([N:13]3[CH2:18][CH2:17][CH2:16][CH2:15][C:14]3=[O:19])[S:11][C:12]=2[C:21]2[CH:26]=[CH:25][C:24]([S:27]([NH2:30])(=[O:29])=[O:28])=[CH:23][CH:22]=2)=[CH:4][CH:3]=1 |f:2.3,5.6.7|. Reported procedure: To a solution of 1-(4-(4-chlorophenyl)thiazol-2-yl)piperidin-2-one (Step 2 of compound 10, 0.5 g. 1.71 mmol) in dimethyl acetamide (5 ml) were added 4-bromobenzenesulfonamide (0.48 g, 2.05 mmol) and potassium acetate (0.42 g, 4.27 mmol) at 25° C. in a tube, the nitrogen gas was bubbled through reaction mixture for 15 minutes. To this was added palladium(II) acetate (0.02 g, 0.08 mmol) under nitrogen and the tube was sealed. The reaction mixture was heated at 150° C. for 15 hr under stirring. The...